Dataset: the Open Reaction Database (ORD), a public repository of structured organic reaction records. Task: describe an organic reaction: reactants, conditions, products, and yield Starting materials: COC1=C(C=C(C(=C1OC)OC)C)O (2,3,4-trimethoxy-5-methylphenol), OCC=C(CCC=C(CCC=C(CCC=C(C(=O)O)C)C)C)C (16-hydroxy-2,6,10,14-tetramethyl-2,6,10,14-hexadecatetraenoic acid). Reagents/catalysts: [Cl-].[Zn+2].[Cl-] (zinc chloride). Solvent: C1=CC=CC=C1 (benzene), C1=CC=CC=C1 (benzene). Conditions: time 30 minute. The product is C(=O)(O)C(=CCCC(=CCCC(=CCCC(=CCC1=C(C(=C(C(=C1O)OC)OC)OC)C)C)C)C)C (6-(15-CARBOXY-3,7,11-TRIMETHYL-2,6,10,14-HEXADECATETRAENYL)-2,3,4-TRIMETHOXY-5-METHYLPHENOL). The yield is 44.8%. RXN SMILES: [CH3:1][O:2][C:3]1[C:8]([O:9][CH3:10])=[C:7]([O:11][CH3:12])[C:6]([CH3:13])=[CH:5][C:4]=1[OH:14].O[CH2:16][CH:17]=[C:18]([CH3:37])[CH2:19][CH2:20][CH:21]=[C:22]([CH3:36])[CH2:23][CH2:24][CH:25]=[C:26]([CH3:35])[CH2:27][CH2:28][CH:29]=[C:30]([CH3:34])[C:31]([OH:33])=[O:32]>C1C=CC=CC=1.[Cl-].[Zn+2].[Cl-]>[C:31]([C:30]([CH3:34])=[CH:29][CH2:28][CH2:27][C:26]([CH3:35])=[CH:25][CH2:24][CH2:23][C:22]([CH3:36])=[CH:21][CH2:20][CH2:19][C:18]([CH3:37])=[CH:17][CH2:16][C:5]1[C:4]([OH:14])=[C:3]([O:2][CH3:1])[C:8]([O:9][CH3:10])=[C:7]([O:11][CH3:12])[C:6]=1[CH3:13])([OH:33])=[O:32] |f:3.4.5|. Procedure: 5 g of 2,3,4-trimethoxy-5-methylphenol was dissolved in 10 ml of benzene and 6 g of silica gel (Wako gel C-200) and 3 g of zinc chloride were added thereto. 3 g of 16-hydroxy-2,6,10,14-tetramethyl-2,6,10,14-hexadecatetraenoic acid dissolved in 5 ml of benzene was added to the above solution. After reacting at room temperature for 30 min, the reaction mixture was filtered and the precipitate was washed with ethyl ether while the filtrate was washed with water, dried over magnesium sulfate anhydri...